Dataset: the Open Reaction Database (ORD), a public repository of structured organic reaction records. Task: describe an organic reaction: reactants, conditions, products, and yield The product is O=CNc1nc(C(=NOC2CCCC2)C(=O)O)cs1. Starting materials: CC(=O)OC(C)=O, O=CO, Nc1nc(C(=NOC2CCCC2)C(=O)O)cs1, C1CCOC1. As a reaction SMILES: [CH3:1][C:2](=[O:3])[O:4][C:5](=[O:6])[CH3:7].[CH:8]([OH:9])=[O:10].[NH2:11][c:12]1[s:13][cH:14][c:15]([C:17]([C:18](=[O:19])[OH:20])=[N:21][O:22][CH:23]2[CH2:24][CH2:25][CH2:26][CH2:27]2)[n:16]1.[O:28]1[CH2:29][CH2:30][CH2:31][CH2:32]1>>[CH:2](=[O:3])[NH:11][c:12]1[s:13][cH:14][c:15]([C:17]([C:18](=[O:19])[OH:20])=[N:21][O:22][CH:23]2[CH2:24][CH2:25][CH2:26][CH2:27]2)[n:16]1. Starting materials: CN(C)CCCCO, CCCCNc1nc(N)nc(C)c1Cc1ccc(CC(=O)O)cc1O. Product: CCCCNc1nc(N)nc(C)c1Cc1ccc(CC(=O)OCCCCN(C)C)cc1O. RXN SMILES: [CH3:26][N:27]([CH2:28][CH2:29][CH2:30][CH2:31][OH:32])[CH3:33].[NH2:1][c:2]1[n:3][c:4]([CH3:25])[c:5]([CH2:13][c:14]2[c:15]([OH:24])[cH:16][c:17]([CH2:20][C:21](=[O:22])[OH:23])[cH:18][cH:19]2)[c:6]([NH:8][CH2:9][CH2:10][CH2:11][CH3:12])[n:7]1>>[NH2:1][c:2]1[n:3][c:4]([CH3:25])[c:5]([CH2:13][c:14]2[c:15]([OH:24])[cH:16][c:17]([CH2:20][C:21](=[O:22])[O:23][CH2:31][CH2:30][CH2:29][CH2:28][N:27]([CH3:26])[CH3:33])[cH:18][cH:19]2)[c:6]([NH:8][CH2:9][CH2:10][CH2:11][CH3:12])[n:7]1. Starting materials: N(=[N+]=[N-])C[C@@H](CC1=CC=CC=C1)N (1-azido-2-(R)-amino-3-phenylpropane). Reagents/catalysts: [Pd] (Pd/C). The solvent is C(C)O (ethanol). Yields the product NC[C@@H](CC1=CC=CC=C1)N (1,2-(R)-diamino-3-phenylpropane). The yield is 103.3%. Reaction SMILES: [N:1]([CH2:4][C@H:5]([NH2:13])[CH2:6][C:7]1[CH:12]=[CH:11][CH:10]=[CH:9][CH:8]=1)=[N+]=[N-]>C(O)C.[Pd]>[NH2:1][CH2:4][C@H:5]([NH2:13])[CH2:6][C:7]1[CH:8]=[CH:9][CH:10]=[CH:11][CH:12]=1. Procedure: A sample of the compound from step 164d (1.2 g, 6.8 mmol) was hydrogenated (4 atm) in ethanol over 1.2 g of 10% Pd/C for 21.5 hours at room temperature. The mixture was filtered to remove the catalyst, and the solvent was removed to afford the title compound (1.055 g). MS m/z (M+H)+ : 151, MS m/z (M+NH4)+ : 168. Starting materials: CCOC(C)=O, CC(=O)O, I, Nc1ccc(C(=O)c2ccc(Cl)cc2)c(Cl)c1, O, O=P(O)(O)O. Product: Nc1ccc(Cc2ccc(Cl)cc2)c(Cl)c1. Reaction SMILES: [CH3:28][CH2:29][O:30][C:31](=[O:32])[CH3:33].[CH3:2][C:3](=[O:4])[OH:5].[I:1].[NH2:11][c:12]1[cH:13][c:14]([Cl:27])[c:15]([C:18](=[O:19])[c:20]2[cH:21][cH:22][c:23]([Cl:26])[cH:24][cH:25]2)[cH:16][cH:17]1.[OH2:34].[P:6](=[O:7])([OH:8])([OH:9])[OH:10]>>[NH2:11][c:12]1[cH:13][c:14]([Cl:27])[c:15]([CH2:18][c:20]2[cH:21][cH:22][c:23]([Cl:26])[cH:24][cH:25]2)[cH:16][cH:17]1.